Dataset: the Open Reaction Database (ORD), a public repository of structured organic reaction records. Task: describe an organic reaction: reactants, conditions, products, and yield The reactants are C#CCCCCCCCO[Si](C)(C)C(C)(C)C, [Li]CCCC, COc1ccc(C2(C)CSc3cc(OC)ccc3C2=O)cc1, [Cl-], [NH4+], C1CCOC1. Product: COc1ccc(C2(C)CSc3cc(OC)ccc3C2(O)C#CCCCCCCCO[Si](C)(C)C(C)(C)C)cc1. RXN SMILES: [C:1]([CH3:2])([CH3:3])([CH3:4])[Si:5]([O:6][CH2:7][CH2:8][CH2:9][CH2:10][CH2:11][CH2:12][CH2:13][C:14]#[CH:15])([CH3:16])[CH3:17].[CH2:18]([Li:19])[CH2:20][CH2:21][CH3:22].[CH3:23][O:24][c:25]1[cH:26][cH:27][c:28]2[c:33]([cH:34]1)[S:32][CH2:31][C:30]([CH3:35])([c:36]1[cH:37][cH:38][c:39]([O:42][CH3:43])[cH:40][cH:41]1)[C:29]2=[O:44].[Cl-:45].[NH4+:46].[O:47]1[CH2:48][CH2:49][CH2:50][CH2:51]1>>[C:1]([CH3:2])([CH3:3])([CH3:4])[Si:5]([O:6][CH2:7][CH2:8][CH2:9][CH2:10][CH2:11][CH2:12][CH2:13][C:14]#[C:15][C:29]1([OH:44])[c:28]2[cH:27][cH:26][c:25]([O:24][CH3:23])[cH:34][c:33]2[S:32][CH2:31][C:30]1([CH3:35])[c:36]1[cH:37][cH:38][c:39]([O:42][CH3:43])[cH:40][cH:41]1)([CH3:16])[CH3:17]. Starting materials: C(=O)(OC(C)(C)C)N1CC(C1)=O (1-Boc-azetidin-3-one), CNCC1=CC=CC=C1 (N-methyl-benzylamine), [BH-](OC(=O)C)(OC(=O)C)OC(=O)C.[Na+] (Na(OAc)3BH). The solvent is ClCCCl (1,2-dichloroethane), C(C)(=O)O (acetic acid). Run at time 20 hour. The product is C(C1=CC=CC=C1)N(C1CN(C1)C(=O)OC(C)(C)C)C (tert-Butyl 3-(benzyl(methyl)amino)azetidine-1-carboxylate). Isolated yield 86.6%. RXN SMILES: [C:1]([N:8]1[CH2:11][C:10](=O)[CH2:9]1)([O:3][C:4]([CH3:7])([CH3:6])[CH3:5])=[O:2].[CH3:13][NH:14][CH2:15][C:16]1[CH:21]=[CH:20][CH:19]=[CH:18][CH:17]=1.[BH-](OC(C)=O)(OC(C)=O)OC(C)=O.[Na+]>ClCCCl.C(O)(=O)C>[CH2:15]([N:14]([CH3:13])[CH:10]1[CH2:11][N:8]([C:1]([O:3][C:4]([CH3:7])([CH3:6])[CH3:5])=[O:2])[CH2:9]1)[C:16]1[CH:21]=[CH:20][CH:19]=[CH:18][CH:17]=1 |f:2.3|. Procedure details: To a solution of 1-Boc-azetidin-3-one 1d (1.0 g, 5.85 mmol) and N-methyl-benzylamine 6a (1.02 g, 8.43 mmol) in 1,2-dichloroethane (12 mL) and acetic acid (1 mL) was added Na(OAc)3BH (1.30 g, 6.13 mmol). The reaction mixture was stirred at room temperature for 20 h. The reaction was quenched by the addition of aq. NaHCO3. The resulting mixture was extracted with CH2Cl2. The organic solution was dried over Na2SO4 and concentrated. Purification by flash column chromatography (silica gel, 40% EtOAc/... Starting materials: C(C=C)N(C=CC=C(C#N)C#N)CC=C (3-diallylaminoallylidenmalononitrile), C(=C)N1C(CCC1)=O (vinylpyrrolidone). Run in CN1C(CCC1)=O (N-methylpyrrolidone). Run at temperature 85 celsius. The product is C(=C)N1C(CCC1)=O.C(C=C)N(CC=C)C=CC=C(C#N)C#N (N-vinylpyrrolidone diallylaminoallylidenmalononitrile). Reaction SMILES: [CH2:1]([N:4]([CH2:13][CH:14]=[CH2:15])[CH:5]=[CH:6][CH:7]=[C:8]([C:11]#[N:12])[C:9]#[N:10])[CH:2]=[CH2:3].[CH:16]([N:18]1[CH2:22][CH2:21][CH2:20][C:19]1=[O:23])=[CH2:17]>CN1CCCC1=O>[CH:16]([N:18]1[CH2:22][CH2:21][CH2:20][C:19]1=[O:23])=[CH2:17].[CH2:1]([N:4]([CH:5]=[CH:6][CH:7]=[C:8]([C:9]#[N:10])[C:11]#[N:12])[CH2:13][CH:14]=[CH2:15])[CH:2]=[CH2:3] |f:3.4|. Procedure details: 25 g of intermediate (A) and 25 g of vinylpyrrolidone were dissolved in 100 ml of N-methylpyrrolidone and added with 2.5 g of AZBN. The mixture was then heated to reflux at 85° C. for 6 hours in a flask provided with a stirrer and reflux condenser, then it was cooled, precipitated in ether and dried at 50° C. The yield was 15.7 g of a product soluble in 40:60 water-ethanol, containing about 44% w/w of aminoallylidenmalononitrile moieties. Conditions: temperature 60 celsius. Reported procedure: Oleic acid (purity greater than 99%; 828 mg) was mixed with t-amyl alcohol (purity greater than 99%; 258 mg) together with 23 mg of distilled water. To this was added 62.5 mg of immobilised Candida antarctica liplase A (code SP433, ex Novo Industri, Denmark) as in Example I. The temperature of the reaction mixture was raised to 60° C. After 22 hours the amount of t-amyl oleate formed in the reaction was determined by GC analysis of the sample. 70.4 mg was removed and the mixture eluted down an a... The solvent is O (water). RXN SMILES: [C:1]([OH:20])(=[O:19])[CH2:2][CH2:3][CH2:4][CH2:5][CH2:6][CH2:7][CH2:8]/[CH:9]=[CH:10]\[CH2:11][CH2:12][CH2:13][CH2:14][CH2:15][CH2:16][CH2:17][CH3:18].[C:21](O)([CH2:24][CH3:25])([CH3:23])[CH3:22]>O>[C:1]([O:20][C:21]([CH2:24][CH3:25])([CH3:23])[CH3:22])(=[O:19])[CH2:2][CH2:3][CH2:4][CH2:5][CH2:6][CH2:7][CH2:8]/[CH:9]=[CH:10]\[CH2:11][CH2:12][CH2:13][CH2:14][CH2:15][CH2:16][CH2:17][CH3:18]. The reactants are C(CCCCCCC\C=C/CCCCCCCC)(=O)O (Oleic acid), C(C)(C)(CC)O (t-amyl alcohol). Yields the product C(CCCCCCC\C=C/CCCCCCCC)(=O)OC(C)(C)CC (t-amyl oleate). Reactants: O=C(O)CCBr, Oc1cc(F)c(F)cc1Br, Cl, [Na+], [OH-], O. Yields the product O=C(O)CCOc1cc(F)c(F)cc1Br. Reaction SMILES: [Br:13][CH2:14][CH2:15][C:16](=[O:17])[OH:18].[Br:3][c:4]1[c:5]([OH:12])[cH:6][c:7]([F:11])[c:8]([F:10])[cH:9]1.[ClH:19].[Na+:2].[OH-:1].[OH2:20]>>[Br:3][c:4]1[c:5]([O:12][CH2:14][CH2:15][C:16](=[O:17])[OH:18])[cH:6][c:7]([F:11])[c:8]([F:10])[cH:9]1. The reactants are N1=CC=C(C=C1)C1=CC=C(C=C1)NC(=S)N ((4-pyridin-4-yl-phenyl)-thiourea), BrC1C(C(CCC1)C1=CC=CC=C1)=O (2-bromo-6-phenyl-cyclohexanone). Solvent: C(C)O (ethanol). Product: C1(=CC=CC=C1)C1CCCC2=C1N=C(S2)NC2=CC=C(C=C2)C2=CC=NC=C2 ((4-Phenyl-4,5,6,7-tetrahydro-benzothiazol-2-yl)-(4-pyridin-4-yl-phenyl)-amine). Yield: 20.1%. Reaction SMILES: [N:1]1[CH:6]=[CH:5][C:4]([C:7]2[CH:12]=[CH:11][C:10]([NH:13][C:14]([NH2:16])=[S:15])=[CH:9][CH:8]=2)=[CH:3][CH:2]=1.Br[CH:18]1[CH2:23][CH2:22][CH2:21][CH:20]([C:24]2[CH:29]=[CH:28][CH:27]=[CH:26][CH:25]=2)[C:19]1=O>C(O)C>[C:20]1([CH:24]2[C:25]3[N:16]=[C:14]([NH:13][C:10]4[CH:9]=[CH:8][C:7]([C:4]5[CH:3]=[CH:2][N:1]=[CH:6][CH:5]=5)=[CH:12][CH:11]=4)[S:15][C:26]=3[CH2:27][CH2:28][CH2:29]2)[CH:21]=[CH:22][CH:23]=[CH:18][CH:19]=1. Reported procedure: A solution of (4-pyridin-4-yl-phenyl)-thiourea (100 mg, 0.44 mmol) and 2-bromo-6-phenyl-cyclohexanone (116 mg, 0.46 mmol) in ethanol (5 ml) was heated to reflux over night. The solvent was removed under reduced pressure and the residue was purified by column chromatography on silica gel using methylene chloride and methylene chloride/methanol (19:1 v/v) as the eluent to yield the title compound (34 mg, 20%) as a yellow solid. MS ISP (m/e): 384.2 (100) [(M+H)+]. 1H NMR (DMSO-D6, 300 MHz): δ (ppm)... The reactants are C(C)(=O)OC(C)=O (acetic anhydride), C(C(F)(F)F)N(CC(F)(F)F)C(=S)S (BTCA), amine, C1CCOC1 (THF). Yields the product C1(CCCCCCCCC(=O)O1)=O (sebacic anhydride), benzene-PSA2. Reaction SMILES: C(N(C(S)=S)[CH2:7][C:8](F)(F)F)C(F)(F)F.[C:15]([O:18][C:19](=[O:21])[CH3:20])(=[O:17])[CH3:16].[CH2:22]1[CH2:26]O[CH2:24][CH2:23]1>>[C:19]1(=[O:21])[O:18][C:15](=[O:17])[CH2:16][CH2:8][CH2:7][CH2:24][CH2:23][CH2:22][CH2:26][CH2:20]1. Procedure details: BTCA was reacted with two equivalents of methoxy PEG amine in refluxing THF for 5 hours to yield dimethoxy-PEG tetracarboxybenzoate, with two remaining carboxylic groups. The PEG-dimer was reacted with acetic anhydride and then with sebacic anhydride to form the tetra-armed diblock PEG2 -benzene-PSA2. Reactants: CC(=O)N1CCc2ccc(N)cc21, CC(=O)O, O=C(Cl)C=Cc1ccccc1, CC(=O)N1CCc2ccc(NC3CCCN(Cc4ccccc4)C3)cc21, O=C1CCCN(Cc2ccccc2)C1, ClCCCl. Product: CC(=O)N1CCc2ccc(N(C(=O)C=Cc3ccccc3)C3CCCN(Cc4ccccc4)C3)cc21. RXN SMILES: [C:41]([N:42]1[c:43]2[c:44]([cH:45][cH:46][c:47]([NH2:48])[cH:49]2)[CH2:50][CH2:51]1)(=[O:52])[CH3:53].[C:54]([OH:55])(=[O:56])[CH3:57].[C:58]([CH:59]=[CH:60][c:61]1[cH:62][cH:63][cH:64][cH:65][cH:66]1)(=[O:67])[Cl:68].[CH2:1]([c:2]1[cH:3][cH:4][cH:5][cH:6][cH:7]1)[N:8]1[CH2:9][CH:10]([NH:14][c:15]2[cH:16][cH:17][c:18]3[c:22]([cH:23]2)[N:21]([C:24]([CH3:25])=[O:26])[CH2:20][CH2:19]3)[CH2:11][CH2:12][CH2:13]1.[CH2:27]([N:28]1[CH2:29][CH2:30][CH2:31][C:32](=[O:33])[CH2:34]1)[c:35]1[cH:36][cH:37][cH:38][cH:39][cH:40]1.[Cl:69][CH2:70][CH2:71][Cl:72]>>[CH2:1]([c:2]1[cH:3][cH:4][cH:5][cH:6][cH:7]1)[N:8]1[CH2:9][CH:10]([N:14]([c:15]2[cH:16][cH:17][c:18]3[c:22]([cH:23]2)[N:21]([C:24]([CH3:25])=[O:26])[CH2:20][CH2:19]3)[C:58]([CH:59]=[CH:60][c:61]2[cH:62][cH:63][cH:64][cH:65][cH:66]2)=[O:67])[CH2:11][CH2:12][CH2:13]1. Starting materials: C(=O)(O)C1=NNC(C2=CC(=CC=C12)OC)=O (4-carboxy-7-methoxy-1(2H)-phthalazinone), C(=O)=O (carbon dioxide). The product is COC1=CC=C2C=NNC(C2=C1)=O (7-methoxy-1(2H)-phthalazinone). The yield is 25.0%. Reaction SMILES: C([C:4]1[C:13]2[C:8](=[CH:9][C:10]([O:14][CH3:15])=[CH:11][CH:12]=2)[C:7](=[O:16])[NH:6][N:5]=1)(O)=O.C(=O)=O>>[CH3:15][O:14][C:10]1[CH:9]=[C:8]2[C:13]([CH:4]=[N:5][NH:6][C:7]2=[O:16])=[CH:12][CH:11]=1. Procedure details: A hot solution of potassium permanganate (570 g, 3.6 mole) in water (1520 ml) was added in portions to a vigorously stirred mixture of 2-methyl-4-methoxyacetophenone (152 g, 0.93 mole) and potassium carbonate (76 g, 0.55 mole) in water (5700 ml) at 100°. The colour was allowed to discharge between additions, and the mixture was heated for a further 30 minutes after completion of the addition. The cold filtered solution was re-heated to 90° and the pH adjusted to 8.0. Hydrazine hydrate (51 g, 1.0... Reactants: P(Br)(Br)Br (PBr3), COC(C(=CC1=CC(=CC(=C1)OC)OC)C1=CC=C(C=C1)OC1=CC=C(C=C1)CO)=O (3-(3,5-Dimethoxyphenyl)-2[4-(4-hydroxymethylphenoxy)-phenyl]-acrylic acid methyl ester). The solvent is C(Cl)Cl (CH2Cl2). Reaction conditions: time 1 hour. Product: COC(C(=CC1=CC(=CC(=C1)OC)OC)C1=CC=C(C=C1)OC1=CC=C(C=C1)CBr)=O (2-[4-(4-Bromomethylphenoxy)-phenyl]-3-(3,5-dimethoxyphenyl)-acrylic acid methyl ester). Isolated yield 99.0%. RXN SMILES: P(Br)(Br)[Br:2].[CH3:5][O:6][C:7](=[O:35])[C:8]([C:20]1[CH:25]=[CH:24][C:23]([O:26][C:27]2[CH:32]=[CH:31][C:30]([CH2:33]O)=[CH:29][CH:28]=2)=[CH:22][CH:21]=1)=[CH:9][C:10]1[CH:15]=[C:14]([O:16][CH3:17])[CH:13]=[C:12]([O:18][CH3:19])[CH:11]=1>C(Cl)Cl>[CH3:5][O:6][C:7](=[O:35])[C:8]([C:20]1[CH:25]=[CH:24][C:23]([O:26][C:27]2[CH:32]=[CH:31][C:30]([CH2:33][Br:2])=[CH:29][CH:28]=2)=[CH:22][CH:21]=1)=[CH:9][C:10]1[CH:15]=[C:14]([O:16][CH3:17])[CH:13]=[C:12]([O:18][CH3:19])[CH:11]=1. Reported procedure: A solution of PBr3 (4.8 mL of 1.0 M in CH2Cl2) was added dropwise to 12 (5.0 g, 11.9 mmol) dissolved in CH2Cl2 (20 mL) at temperature with good stirring. After 1 h, the solution was extracted with water (2×60 mL) and brine (20 mL). The organic phase was dried over anhydrous magnesium sulfate, filtered through a small bed of silica gel (20 g) and solvent was evaporated. The resulting tacky syrup was dried under high vacuum for 48 h at room temperature to yield the title compound (5.7 g, 99%): mp ...